Dataset: the Open Reaction Database (ORD), a public repository of structured organic reaction records. Task: describe an organic reaction: reactants, conditions, products, and yield Starting materials: C(C1=CC=CC=C1)(C1=CC=CC=C1)C1=NC(=CC=C1)C1=C(C(=CC=C1)Br)OCC1=CC=C(C=C1)F (2-Benzhydryl-6-(3-bromo-2-(4-fluorobenzyloxy)phenyl)pyridine), C1(=CC=CC=C1)B(O)O (phenylboronic acid), C([O-])([O-])=O.[K+].[K+] (Potassium carbonate). The reagents and catalysts are C=1C=CC(=CC1)[P](C=2C=CC=CC2)(C=3C=CC=CC3)[Pd]([P](C=4C=CC=CC4)(C=5C=CC=CC5)C=6C=CC=CC6)([P](C=7C=CC=CC7)(C=8C=CC=CC8)C=9C=CC=CC9)[P](C=1C=CC=CC1)(C=1C=CC=CC1)C=1C=CC=CC1 (tetrakis(triphenylphosphine)palladium(0)). The solvent is O1CCOCC1 (dioxane), O (water), C(C)(=O)OCC (ethyl acetate). Yields the product C(C1=CC=CC=C1)(C1=CC=CC=C1)C1=NC(=CC=C1)C=1C(=C(C=CC1)C1=CC=CC=C1)OCC1=CC=C(C=C1)F (2-Benzhydryl-6-(2-(4-fluorobenzyloxy)biphenyl-3-yl)pyridine). Yield: 85.0%. As a reaction SMILES: C(=O)([O-])[O-].[K+].[K+].[CH:7]([C:20]1[CH:25]=[CH:24][CH:23]=[C:22]([C:26]2[CH:31]=[CH:30][CH:29]=[C:28](Br)[C:27]=2[O:33][CH2:34][C:35]2[CH:40]=[CH:39][C:38]([F:41])=[CH:37][CH:36]=2)[N:21]=1)([C:14]1[CH:19]=[CH:18][CH:17]=[CH:16][CH:15]=1)[C:8]1[CH:13]=[CH:12][CH:11]=[CH:10][CH:9]=1.[C:42]1(B(O)O)[CH:47]=[CH:46][CH:45]=[CH:44][CH:43]=1>O.O1CCOCC1.C(OCC)(=O)C.C1C=CC([P]([Pd]([P](C2C=CC=CC=2)(C2C=CC=CC=2)C2C=CC=CC=2)([P](C2C=CC=CC=2)(C2C=CC=CC=2)C2C=CC=CC=2)[P](C2C=CC=CC=2)(C2C=CC=CC=2)C2C=CC=CC=2)(C2C=CC=CC=2)C2C=CC=CC=2)=CC=1>[CH:7]([C:20]1[CH:25]=[CH:24][CH:23]=[C:22]([C:26]2[C:27]([O:33][CH2:34][C:35]3[CH:40]=[CH:39][C:38]([F:41])=[CH:37][CH:36]=3)=[C:28]([C:42]3[CH:47]=[CH:46][CH:45]=[CH:44][CH:43]=3)[CH:29]=[CH:30][CH:31]=2)[N:21]=1)([C:14]1[CH:19]=[CH:18][CH:17]=[CH:16][CH:15]=1)[C:8]1[CH:13]=[CH:12][CH:11]=[CH:10][CH:9]=1 |f:0.1.2,^1:67,69,88,107|. Procedure: Potassium carbonate (2.1 g, 15.0 mmol, 3.0 equiv) was dissolved in water (20 mL) and added to compound 5 (2.6 g, 5.0 mmol, 1.0 equiv) and phenylboronic acid (0.73 g, 6.0 mmol, 1.2 equiv) in dioxane (20 mL). A stream of nitrogen was bubbled through the solution for 15 min and tetrakis(triphenylphosphine)palladium(0) (0.03 g, 0.025 mmol, 0.005 equiv) was added to the reaction. The reaction was refluxed for 4 hr at which point LC/MS and TLC indicated the reaction to be complete. The reaction was al... Reactants: CC(C)(C)c1ccc2c(c1)OCCC2=O, CS(=O)(=O)O, ClCCl, [N-]=[N+]=[N-], [Na+], [Na+], [OH-]. Product: CC(C)(C)c1ccc2c(c1)OCCNC2=O. RXN SMILES: [C:1]([CH3:2])([CH3:3])([CH3:4])[c:5]1[cH:6][cH:7][c:8]2[c:13]([cH:14]1)[O:12][CH2:11][CH2:10][C:9]2=[O:15].[CH3:16][S:17]([OH:18])(=[O:19])=[O:20].[Cl:27][CH2:28][Cl:29].[N-:22]=[N+:23]=[N-:24].[Na+:21].[Na+:26].[OH-:25]>>[C:1]([CH3:2])([CH3:3])([CH3:4])[c:5]1[cH:6][cH:7][c:8]2[c:13]([cH:14]1)[O:12][CH2:11][CH2:10][NH:22][C:9]2=[O:15]. Reactants: ClC=1C(=NC=C(C1)C#N)N[C@@H]1[C@@H](CCC1)C(=O)OC (cis-methyl 2-(3-chloro-5-cyanopyridin-2-ylamino)cyclopentanecarboxylate), Cl.NO (hydroxylamine hydrochloride), CCN(C(C)C)C(C)C (DIEA). The solvent is CCO (EtOH). Yields the product ClC=1C(=NC=C(C1)C(N)=NO)N[C@@H]1[C@@H](CCC1)C(=O)OC (cis-methyl 2-(3-chloro-5-(N′-hydroxycarbamimidoyl)pyridin-2-ylamino)cyclopentanecarboxylate). Yield: 100.0%. As a reaction SMILES: [Cl:1][C:2]1[C:3]([NH:10][C@H:11]2[CH2:15][CH2:14][CH2:13][C@H:12]2[C:16]([O:18][CH3:19])=[O:17])=[N:4][CH:5]=[C:6]([C:8]#[N:9])[CH:7]=1.Cl.[NH2:21][OH:22].CCN(C(C)C)C(C)C>CCO>[Cl:1][C:2]1[C:3]([NH:10][C@H:11]2[CH2:15][CH2:14][CH2:13][C@H:12]2[C:16]([O:18][CH3:19])=[O:17])=[N:4][CH:5]=[C:6]([C:8](=[N:21][OH:22])[NH2:9])[CH:7]=1 |f:1.2|. Procedure: A solution of cis-methyl 2-(3-chloro-5-cyanopyridin-2-ylamino)cyclopentanecarboxylate (0.154 g; 0.55 mmol), hydroxylamine hydrochloride (0.057 g; 0.82 mmol) and DIEA (0.143 mL; 0.82 mmol) in EtOH (2 mL) was stirred at ambient temperature for 42 hours. The solvent was evaporated in vacuo and the residue dissolved in DCM/water. The mixture was passed through a hydrophobic frit and the solvent evaporated in vacuo to afford the title product (0.172 g; quantitative). 1H NMR (CDCl3, 400 MHz) δ 8.25 (1... Procedure details: 16 g of histidine hydrochloride was dissolved in 50 g of a 6% solution of hydrochloric acid. To this solution, 25 g of powdery menadione sodium bisulfite was added within about 1/2 hour. A white, very fine precipitate was obtained, which, after filtering, washing and vacuum drying, weighed 26 g and had the following analysis: Run in solution, Cl (hydrochloric acid). Reactants: Cl.N[C@@H](CC1=CNC=N1)C(=O)O (histidine hydrochloride), CC1(CC(=O)C=2C=CC=CC2C1=O)S(=O)(=O)[O-].O.O.O.[Na+] (menadione sodium bisulfite). The product is CC1(CC(=O)C2=CC=CC=C2C1=O)S(=O)(=O)O.N[C@@H](CC1=CNC=N1)C(=O)O (Menadione bisulfite histidine). As a reaction SMILES: Cl.[NH2:2][C@H:3]([C:10]([OH:12])=[O:11])[CH2:4][C:5]1[N:9]=[CH:8][NH:7][CH:6]=1.[CH3:13][C:14]1([S:26]([O-:29])(=[O:28])=[O:27])[C:24](=[O:25])[C:23]2[CH:22]=[CH:21][CH:20]=[CH:19][C:18]=2[C:16](=[O:17])[CH2:15]1.O.O.O.[Na+]>Cl>[CH3:13][C:14]1([S:26]([OH:29])(=[O:28])=[O:27])[C:24](=[O:25])[C:23]2[C:18](=[CH:19][CH:20]=[CH:21][CH:22]=2)[C:16](=[O:17])[CH2:15]1.[NH2:2][C@H:3]([C:10]([OH:12])=[O:11])[CH2:4][C:5]1[N:9]=[CH:8][NH:7][CH:6]=1 |f:0.1,2.3.4.5.6,8.9|.